Dataset: the Open Reaction Database (ORD), a public repository of structured organic reaction records. Task: describe an organic reaction: reactants, conditions, products, and yield Reactants: C1COC2(CCC(CC2)(O)C2=CC=C(C=C2)F)O1 (4-(4-fluoro-phenyl)-4-hydroxy-cyclohexanone ethylene ketal), O (H2O). Solvent: C(=O)(C(F)(F)F)O (TFA). Yields the product FC1=CC=C(C=C1)C1=CCC(CC1)=O (1-(4-fluorophenyl)-cyclohexen-4-one). The yield is 103.9%. RXN SMILES: C1O[C:4]2([CH2:9][CH2:8][C:7]([C:11]3[CH:16]=[CH:15][C:14]([F:17])=[CH:13][CH:12]=3)(O)[CH2:6][CH2:5]2)[O:3]C1.O>C(O)(C(F)(F)F)=O>[F:17][C:14]1[CH:13]=[CH:12][C:11]([C:7]2[CH2:8][CH2:9][C:4](=[O:3])[CH2:5][CH:6]=2)=[CH:16][CH:15]=1. Reported procedure: Compound 4-(4-Fluoro-phenyl)-4-hydroxy-cyclohexanone ethylene ketal (8.23 g, 32.6 mmol) from Step 1 was stirred in TFA (25 mL) for 15 minutes. The reaction mixture was poured into H2O (100 mL) and then extracted with CHCl3 (2×75 mL). The organic solution was washed with saturated bicarbonate, dried (Na2SO4), filtered and concentrated under reduced pressure to afford crude 1-(4-fluorophenyl)-cyclohexen-4-one (6.44 g): 1H NMR (300 MHz, CDCl3) δ 7.35 (dd, J=8, 8 Hz, 2H), 7.04 (dd, J=8, 8 Hz, 2H), 6...